describe an organic reaction: reactants, conditions, products, and yield From a dataset of the Open Reaction Database (ORD), a public repository of structured organic reaction records. Reported procedure: A 10-mL microwave vial was charged with 4-chloro-2-(3-chlorophenyl)-6,7-dihydro-5H-cyclopenta[b]pyridine hydrochloride (0.200 g, 0.67 mmol), 1-(4-aminophenyl)-1-methylurea (0.220 g, 1.33 mmol) and cone. HCl (2 drops) in NMP (5 mL). The resulting mixture was heated at 140° C. under microwave irradiation for 3 h. After this time, the reaction mixture was cooled, diluted with water (40 mL) and then saturated sodium bicarbonate was added until pH˜8. The resulting solid was isolated by filtration the... Yields the product ClC=1C=C(C=CC1)C1=CC(=C2C(=N1)CCC2)NC2=CC=C(C=C2)NC (N1-(2-(3-chlorophenyl)-6,7-dihydro-5H-cyclopenta[b]pyridin-4-yl)-N4-methylbenzene-1,4-diamine). Run in CN1CCCC1=O (NMP), O (water). Conditions: temperature 140 celsius. The reagents and catalysts are Cl (HCl). RXN SMILES: Cl.Cl[C:3]1[CH:8]=[C:7]([C:9]2[CH:14]=[CH:13][CH:12]=[C:11]([Cl:15])[CH:10]=2)[N:6]=[C:5]2[CH2:16][CH2:17][CH2:18][C:4]=12.[NH2:19][C:20]1[CH:25]=[CH:24][C:23]([N:26](C)[C:27](N)=O)=[CH:22][CH:21]=1.C(=O)(O)[O-].[Na+]>Cl.CN1C(=O)CCC1.O>[Cl:15][C:11]1[CH:10]=[C:9]([C:7]2[N:6]=[C:5]3[CH2:16][CH2:17][CH2:18][C:4]3=[C:3]([NH:19][C:20]3[CH:25]=[CH:24][C:23]([NH:26][CH3:27])=[CH:22][CH:21]=3)[CH:8]=2)[CH:14]=[CH:13][CH:12]=1 |f:0.1,3.4|. The yield is 30.3%. Reactants: Cl.ClC1=C2C(=NC(=C1)C1=CC(=CC=C1)Cl)CCC2 (4-chloro-2-(3-chlorophenyl)-6,7-dihydro-5H-cyclopenta[b]pyridine hydrochloride), NC1=CC=C(C=C1)N(C(=O)N)C (1-(4-aminophenyl)-1-methylurea), C([O-])(O)=O.[Na+] (sodium bicarbonate). Reaction SMILES: [CH3:1][O-:2].[Na+].[CH3:4][O:5][C:6]1[CH:13]=[CH:12][C:9]([CH:10]=[O:11])=[CH:8][C:7]=1[O:14][CH2:15][CH2:16][CH2:17]Br.O>CO>[CH3:4][O:5][C:6]1[CH:13]=[CH:12][C:9]([CH2:10][OH:11])=[CH:8][C:7]=1[O:14][CH2:15][CH2:16][CH2:17][O:2][CH3:1] |f:0.1|. Product: COC1=C(C=C(CO)C=C1)OCCCOC (4-Methoxy-3-(3-methoxypropoxy)-benzyl alcohol), oil. Reactants: solution, C[O-].[Na+] (sodium methanolate), COC1=C(C=C(C=O)C=C1)OCCCBr (4-methoxy-3-(3-bromopropoxy)-benzaldehyde), O (water). Procedure: A 30% solution of sodium methanolate in methanol (0.86 liter, 4.64 mol) is added dropwise at 61°-64° C. to a solution of 4-methoxy-3-(3-bromopropoxy)-benzaldehyde (844 g) in methanol (4.15 liters). The batch is stirred under reflux for a further 1.5 hours, then allowed to cool to room temperature, and water (150 ml) is added. The methanol is removed in a rotary evaporator (30° C. bath temperature) and the residue is then partitioned between diethyl ether (3×3 liters) and ice-cold 4N hydrochloric... Solvent: CO (methanol), CO (methanol). Reactants: C1C(CC2=CC=CC=C12)=O (2-indanone), aqueous hydrochloric solution, [Cl-].[Ce+3].[Cl-].[Cl-] (cerium chloride), C1(=CC=CC=C1)[Mg]Br (Phenylmagnesium bromide). Run in C1CCOC1 (THF), C1CCOC1 (THF). Run at time 2 hour. The product is C1(=CC=CC=C1)C1(CC2=CC=CC=C2C1)O (2-phenyl-indan-2-ol). As a reaction SMILES: [Cl-].[Ce+3].[Cl-].[Cl-].[C:5]1([Mg]Br)[CH:10]=[CH:9][CH:8]=[CH:7][CH:6]=1.[CH2:13]1[C:21]2[C:16](=[CH:17][CH:18]=[CH:19][CH:20]=2)[CH2:15][C:14]1=[O:22]>C1COCC1>[C:5]1([C:14]2([OH:22])[CH2:15][C:16]3[C:21](=[CH:20][CH:19]=[CH:18][CH:17]=3)[CH2:13]2)[CH:10]=[CH:9][CH:8]=[CH:7][CH:6]=1 |f:0.1.2.3|. Procedure details: A suspension of anhydrous cerium chloride (40.60 g, 164.7 mmol) in THF (270 mL) was stirred at room temperature for 2 hours under nitrogen. Phenylmagnesium bromide (46.5 mL of 3.0M solution in diethyl ether, 139.5 mmol) was added at 0° C. and stirred for 3.5 h. A solution of 2-indanone (14.21 g, 107.7 mmol) in THF (20 mL) was added at the same temperature. After stirring at 0° C. for 3 hours, the mixture was allowed to warm to room temperature and kept at ambient temperature for 12 h. It was the... Reactants: BrN1C(CCC1=O)=O (N-Bromosuccinimide), NC=1SC=C(C1C(=O)OCC)C (ethyl 2-amino-4-methylthiophene-3-carboxylate). Solvent: C(Cl)(Cl)Cl (chloroform), C(Cl)(Cl)Cl (chloroform). Conditions: time 1 hour. Yields the product NC=1SC(=C(C1C(=O)OCC)C)Br (ethyl 2-amino-5-bromo-4-methylthiophene-3-carboxylate). The yield is 54.1%. RXN SMILES: [Br:1]N1C(=O)CCC1=O.[NH2:9][C:10]1[S:11][CH:12]=[C:13]([CH3:20])[C:14]=1[C:15]([O:17][CH2:18][CH3:19])=[O:16]>C(Cl)(Cl)Cl>[NH2:9][C:10]1[S:11][C:12]([Br:1])=[C:13]([CH3:20])[C:14]=1[C:15]([O:17][CH2:18][CH3:19])=[O:16]. Procedure: N-Bromosuccinimide (1.78 g) was added portion-wise to a solution of ethyl 2-amino-4-methylthiophene-3-carboxylate (1.71 g) in chloroform (25 ml) at 0° C. After 1 hour, the mixture was diluted with chloroform (20 ml) and washed with a mixture of brine and saturated aqueous sodium hydrogen carbonate (100 ml, 1:1). The organic phase was dried (MgSO4) and filtered. The filtrate was evaporated to dryness and the residue was purified by chromatography on silica, eluting with a mixture of ethyl acetate... Reactants: FC1=C(C(=C(C#N)C=C1)C(F)(F)F)C#C[Si](C)(C)C (4-fluoro-2-(trifluoromethyl)-3-((trimethylsilyl)ethynyl)benzonitrile), N[C@H](C)C=1C=C(C#N)C=CC1 ((R)-3-(1-aminoethyl)benzonitrile), C(=O)([O-])[O-].[K+].[K+] (K2CO3), C(=O)(O)[O-].[Na+] (NaHCO3). Conditions: temperature 60 celsius, time 17 hour. Solvent: CN1CCCC1=O (NMP). Yields the product C(#N)C=1C=C(C=CC1)[C@@H](C)N1C=CC2=C(C(=CC=C12)C#N)C(F)(F)F ((R)-1-(1-(3-cyanophenyl)ethyl)-4-(trifluoromethyl)-1H-indole-5-carbonitrile). Procedure: An oven-dried vial was charged with 4-fluoro-2-(trifluoromethyl)-3-((trimethylsilyl)ethynyl)benzonitrile (Example 21D) (0.173 g, 0.606 mmol), commercially available (R)-3-(1-aminoethyl)benzonitrile (0.098 g, 0.667 mmol) and K2CO3 (0.092 g, 0.667 mmol) and sealed with a rubber septum. Anhyd NMP (3 mL) was added via syringe and the mixture was stirred in a heating block at 60° C. under N2 for 17 h. The mixture was cooled, poured into satd NaHCO3 and extracted with EtOAc (×3). Combined organics wer... Yield: 41.1%. RXN SMILES: F[C:2]1[CH:9]=[CH:8][C:5]([C:6]#[N:7])=[C:4]([C:10]([F:13])([F:12])[F:11])[C:3]=1[C:14]#[C:15][Si](C)(C)C.[NH2:20][C@@H:21]([C:23]1[CH:24]=[C:25]([CH:28]=[CH:29][CH:30]=1)[C:26]#[N:27])[CH3:22].C([O-])([O-])=O.[K+].[K+].C([O-])(O)=O.[Na+]>CN1C(=O)CCC1>[C:26]([C:25]1[CH:24]=[C:23]([C@H:21]([N:20]2[C:2]3[C:3](=[C:4]([C:10]([F:13])([F:12])[F:11])[C:5]([C:6]#[N:7])=[CH:8][CH:9]=3)[CH:14]=[CH:15]2)[CH3:22])[CH:30]=[CH:29][CH:28]=1)#[N:27] |f:2.3.4,5.6|.